This data is from the Open Reaction Database (ORD), a public repository of structured organic reaction records. The task is: describe an organic reaction: reactants, conditions, products, and yield Starting materials: C(CCCCCC)=C1C(OC(C1)CC)=O (3-heptylidene-5-ethyldihydro-2(3H)-furanone), [H][H] (hydrogen). The reagents and catalysts are [Pd] (palladium on carbon). Solvent: C(C)O (ethanol). Yields the product C(CCCCCC)C1C(OC(C1)CC)=O (3-heptyl-5-ethyldihydro-2(3H)-furanone). Yield: 94.2%. As a reaction SMILES: [CH:1](=[C:8]1[CH2:12][CH:11]([CH2:13][CH3:14])[O:10][C:9]1=[O:15])[CH2:2][CH2:3][CH2:4][CH2:5][CH2:6][CH3:7].[H][H]>[Pd].C(O)C>[CH2:1]([CH:8]1[CH2:12][CH:11]([CH2:13][CH3:14])[O:10][C:9]1=[O:15])[CH2:2][CH2:3][CH2:4][CH2:5][CH2:6][CH3:7]. Procedure: The product prepared above was hydrogenated following the general procedure described in Example I. For the reaction, 2.1 g 3-heptylidene-5-ethyldihydro-2(3H)-furanone (0.010 mole) was combined with 0.1 g 5% palladium on carbon and 5 ml ethanol and hydrogen gas slowly introduced for 1.5 hours. Upon removal of the catalyst and evaporation of the solvent, 2.0g (97% assay by GLC; 95% yield) 3-heptyl-5-ethyldihydro-2(3H)-furanone was recovered. Starting materials: C1=CC=CC=2C(C3=C(CCC21)C=CC=C3)CC(=O)O (10,11-dihydro-5H-dibenzo[a,d]cycloheptene-5-acetic acid), S(=O)(Cl)Cl (thionyl chloride). The solvent is C1=CC=CC=C1 (benzene). The product is C1=CC=CC=2C(C3=C(CCC21)C=CC=C3)CC(=O)Cl (10,11-Dihydro-5H-dibenzo[a,d]cycloheptene-5-acetic acid chloride). RXN SMILES: [CH:1]1[C:11]2[CH2:10][CH2:9][C:8]3[CH:12]=[CH:13][CH:14]=[CH:15][C:7]=3[CH:6]([CH2:16][C:17]([OH:19])=O)[C:5]=2[CH:4]=[CH:3][CH:2]=1.S(Cl)([Cl:22])=O>C1C=CC=CC=1>[CH:1]1[C:11]2[CH2:10][CH2:9][C:8]3[CH:12]=[CH:13][CH:14]=[CH:15][C:7]=3[CH:6]([CH2:16][C:17]([Cl:22])=[O:19])[C:5]=2[CH:4]=[CH:3][CH:2]=1. Reported procedure: A mixture of 160 g of 10,11-dihydro-5H-dibenzo[a,d]cycloheptene-5-acetic acid and 230 ml of thionyl chloride is heated to boiling under reflux for 2.5 hours. After concentration of the mixture in vacuo, the residue is treated twice with 300 ml of dry benzene each time and in each case evaporated to dryness. 10,11-Dihydro-5H-dibenzo[a,d]cycloheptene-5-acetic acid chloride is obtained as a red-brown oil. As a reaction SMILES: [Cl:1][c:2]1[cH:3][c:4]2[c:5](-[c:20]3[cH:21][cH:22][cH:23][cH:24][cH:25]3)[c:6](-[c:13]3[cH:14][c:15]([CH:18]=[O:19])[n:16][o:17]3)[c:7](=[O:12])[nH:8][c:9]2[cH:10][cH:11]1.[n:26]1[c:27]([N:32]2[CH2:33][CH2:34][NH:35][CH2:36][CH2:37]2)[cH:28][cH:29][cH:30][cH:31]1>>[Cl:1][c:2]1[cH:3][c:4]2[c:5](-[c:20]3[cH:21][cH:22][cH:23][cH:24][cH:25]3)[c:6](-[c:13]3[cH:14][c:15]([CH2:18][N:35]4[CH2:34][CH2:33][N:32]([c:27]5[n:26][cH:31][cH:30][cH:29][cH:28]5)[CH2:37][CH2:36]4)[n:16][o:17]3)[c:7](=[O:12])[nH:8][c:9]2[cH:10][cH:11]1. Product: O=c1[nH]c2ccc(Cl)cc2c(-c2ccccc2)c1-c1cc(CN2CCN(c3ccccn3)CC2)no1. Starting materials: O=Cc1cc(-c2c(-c3ccccc3)c3cc(Cl)ccc3[nH]c2=O)on1, c1ccc(N2CCNCC2)nc1. Reactants: C(C1=CC=CC=C1)C1=CC=CC(=N1)C(O)C=1C(=NOC1C1=CC=C(C=C1)Br)C ((6-benzyl-pyridin-2-yl)-[5-(4-bromo-phenyl)-3-methyl-isoxazol-4-yl]-methanol), C(C)OC(=O)C1(CC1)C1=CC=C(C=C1)B1OC(C(O1)(C)C)(C)C (1-[4-(4,4,5,5-tetramethyl-[1,3,2]dioxaborolan-2-yl)-phenyl]-cyclopropanecarboxylic acid ethyl ester). The product is C(C)OC(=O)C1(CC1)C1=CC=C(C=C1)C1=CC=C(C=C1)C1=C(C(=NO1)C)C(O)C1=NC(=CC=C1)CC1=CC=CC=C1 (1-(4′-{4-[(6-Benzyl-pyridin-2-yl)-hydroxy-methyl]-3-methyl-isoxazol-5-yl}-biphenyl-4-yl)-cyclopropanecarboxylic acid ethyl ester). Reaction SMILES: [CH2:1]([C:8]1[N:13]=[C:12]([CH:14]([C:16]2[C:17]([CH3:28])=[N:18][O:19][C:20]=2[C:21]2[CH:26]=[CH:25][C:24](Br)=[CH:23][CH:22]=2)[OH:15])[CH:11]=[CH:10][CH:9]=1)[C:2]1[CH:7]=[CH:6][CH:5]=[CH:4][CH:3]=1.[CH2:29]([O:31][C:32]([C:34]1([C:37]2[CH:42]=[CH:41][C:40](B3OC(C)(C)C(C)(C)O3)=[CH:39][CH:38]=2)[CH2:36][CH2:35]1)=[O:33])[CH3:30]>>[CH2:29]([O:31][C:32]([C:34]1([C:37]2[CH:38]=[CH:39][C:40]([C:24]3[CH:23]=[CH:22][C:21]([C:20]4[O:19][N:18]=[C:17]([CH3:28])[C:16]=4[CH:14]([C:12]4[CH:11]=[CH:10][CH:9]=[C:8]([CH2:1][C:2]5[CH:7]=[CH:6][CH:5]=[CH:4][CH:3]=5)[N:13]=4)[OH:15])=[CH:26][CH:25]=3)=[CH:41][CH:42]=2)[CH2:35][CH2:36]1)=[O:33])[CH3:30]. Procedure: Prepared according to the procedure described in Example 42, Step 2, using (6-benzyl-pyridin-2-yl)-[5-(4-bromo-phenyl)-3-methyl-isoxazol-4-yl]-methanol and 1-[4-(4,4,5,5-tetramethyl-[1,3,2]dioxaborolan-2-yl)-phenyl]-cyclopropanecarboxylic acid ethyl ester. Reactants: ClC1=NC=NC(=C1CCOC(C)=O)CN1C(=NC=C1)C1=NC=CC=C1F (Acetic Acid 2-{4-chloro-6-[2-(3-fluoro-pyridin-2-yl)-imidazol-1-ylmethyl]-pyrimidin-5-yl}-ethyl ester), O.NN (hydrazine monohydrate). Solvent: CCO (EtOH). Reaction conditions: temperature 70 celsius. The product is FC=1C(=NC=CC1)C=1N(C=CN1)CC1=NC=NC(=C1CCO)NN (2-{4-[2-(3-fluoro-pyridin-2-yl)-imidazol-1-ylmethyl]-6-hydrazino-pyrimidin-5-yl}-ethanol). Reaction SMILES: Cl[C:2]1[C:7]([CH2:8][CH2:9][O:10]C(=O)C)=[C:6]([CH2:14][N:15]2[CH:19]=[CH:18][N:17]=[C:16]2[C:20]2[C:25]([F:26])=[CH:24][CH:23]=[CH:22][N:21]=2)[N:5]=[CH:4][N:3]=1.O.[NH2:28][NH2:29]>CCO>[F:26][C:25]1[C:20]([C:16]2[N:15]([CH2:14][C:6]3[C:7]([CH2:8][CH2:9][OH:10])=[C:2]([NH:28][NH2:29])[N:3]=[CH:4][N:5]=3)[CH:19]=[CH:18][N:17]=2)=[N:21][CH:22]=[CH:23][CH:24]=1 |f:1.2|. Reported procedure: A mixture of 163 (1.72 g, 4.6 mmol) and hydrazine monohydrate (0.95 g, 19 mmol) in EtOH (20 mL) is heated at 70° C. overnight. The solvent is removed in vacuo and the residue is triturated with ethyl acetate and ethyl ether. Filtration gives the product (164) as a white solid. Product: CN1CC2=C(N(C=3C=CC(=CC23)C)CC(CC(=O)O)C2=CC=C(C=C2)F)CC1 (4-(2,8-dimethyl-3,4-dihydro-1H-pyrido[4,3-b]indol-5(2H)-yl)-3-(4-fluorophenyl)butanoic acid). Reactants: [OH-].[Na+] (NaOH), CN1CC2=C(N(C=3C=CC(=CC23)C)CC(CC(=O)OCC)C2=CC=C(C=C2)F)CC1 (Ethyl 4-(2,8-dimethyl-3,4-dihydro-1H-pyrido[4,3-b]indol-5(2H)-yl)-3-(4-fluorophenyl)butanoate), Cl (HCl). The yield is 54.8%. Run at temperature 50 celsius. RXN SMILES: [CH3:1][N:2]1[CH2:30][CH2:29][C:5]2[N:6]([CH2:14][CH:15]([C:22]3[CH:27]=[CH:26][C:25]([F:28])=[CH:24][CH:23]=3)[CH2:16][C:17]([O:19]CC)=[O:18])[C:7]3[CH:8]=[CH:9][C:10]([CH3:13])=[CH:11][C:12]=3[C:4]=2[CH2:3]1.[OH-].[Na+].Cl>CO>[CH3:1][N:2]1[CH2:30][CH2:29][C:5]2[N:6]([CH2:14][CH:15]([C:22]3[CH:23]=[CH:24][C:25]([F:28])=[CH:26][CH:27]=3)[CH2:16][C:17]([OH:19])=[O:18])[C:7]3[CH:8]=[CH:9][C:10]([CH3:13])=[CH:11][C:12]=3[C:4]=2[CH2:3]1 |f:1.2|. Run in CO (MeOH). Procedure: Ethyl 4-(2,8-dimethyl-3,4-dihydro-1H-pyrido[4,3-b]indol-5(2H)-yl)-3-(4-fluorophenyl)butanoate (100 mg, 0.24 mmol) was dissolved in 10 mL of MeOH. To this solution was added 1N NaOH (5 mL). The reaction mixture was heated in an oil bath at a temperature of 50° C. overnight. The reaction mixture was cooled to RT, acidified with 1M HCl and evaporated to dryness. The residue was purified by HPLC to obtain 50 mg of product as the TFA salt. Reaction SMILES: [C:1]([CH2:9][C:10](=[O:12])[CH3:11])(=[O:8])[C:2]1[CH:7]=[CH:6][CH:5]=[CH:4][CH:3]=1.[C:13]([O:17][CH3:18])(=[O:16])[CH:14]=[CH2:15]>>[C:13]([O:17][CH3:18])(=[O:16])[CH:14]=[CH2:15].[C:1]([CH2:9][C:10](=[O:12])[CH3:11])(=[O:8])[C:2]1[CH:7]=[CH:6][CH:5]=[CH:4][CH:3]=1 |f:2.3|. The reactants are C(C1=CC=CC=C1)(=O)CC(C)=O (benzoylacetone), C(C=C)(=O)OC (methyl acrylate). Procedure: A 100 ml four-necked flask equipped with a stirrer, a nitrogen/oxygen inlet tube, a reflex condenser, and a thermometer was charged with 4.87 g of benzoylacetone, 6.89 g of methyl acrylate, and 0.15 g of 1,8-diazabicyclo[5.4.0]-7-undecene, and the mixture was refluxed at 60° C. for 8 hours in a nitrogen/oxygen atmosphere. After cooling, about 100 ml of ethyl acetate was added, and 100 ml of a saturated sodium chloride aqueous solution, 100 ml of ion exchanged water, and 2 ml of 1N hydrochloric a... Product: C(C=C)(=O)OC.C(C1=CC=CC=C1)(=O)CC(C)=O (methyl acrylate benzoylacetone). The reactants are C1CCNCC1, O=Cc1ccccc1, O=C1Cc2ccccc2N1, O, c1ccccc1. The product is O=C1Nc2ccccc2C1=Cc1ccccc1. As a reaction SMILES: [CH2:19]1[CH2:20][CH2:21][NH:22][CH2:23][CH2:24]1.[CH:11](=[O:12])[c:13]1[cH:14][cH:15][cH:16][cH:17][cH:18]1.[NH:1]1[C:2](=[O:10])[CH2:3][c:4]2[cH:5][cH:6][cH:7][cH:8][c:9]21.[OH2:25].[cH:26]1[cH:27][cH:28][cH:29][cH:30][cH:31]1>>[NH:1]1[C:2](=[O:10])[C:3](=[CH:11][c:13]2[cH:14][cH:15][cH:16][cH:17][cH:18]2)[c:4]2[cH:5][cH:6][cH:7][cH:8][c:9]21. Product: ClC1=NC=C(C=C1Cl)Cl (2,3,5-trichloropyridine). Procedure: A 3000 mL, four neck round bottom flask was equipped with a mechanical stirrer, thermometer, reflux condenser, and an opening for the addition of zinc dust. The flask was charged with ortho-xylene (630.4 g, 725 mL) followed by the addition of 2,3,5,6-tetrachloropyridine (525 g, 2.42 mole). Agitation was started and water (775.1 g, 775 mL), 50% NaOH (1162.7 g, 765 mL), and 25% tetramethylammonium hydroxide (5.2 g) were added to the flask. The reaction mixture was heated to 50° C. and zinc dust (1... Reagents/catalysts: [Zn] (zinc), [Zn] (zinc). As a reaction SMILES: C1(C)C(C)=CC=CC=1.[Cl:9][C:10]1[C:15]([Cl:16])=[CH:14][C:13]([Cl:17])=[C:12](Cl)[N:11]=1.[OH-].[Na+].[OH-].C[N+](C)(C)C>[Zn].O>[Cl:9][C:10]1[C:15]([Cl:16])=[CH:14][C:13]([Cl:17])=[CH:12][N:11]=1 |f:2.3,4.5|. Run at temperature 50 celsius. The reactants are [OH-].[Na+] (NaOH), [OH-].C[N+](C)(C)C (tetramethylammonium hydroxide), C=1(C(=CC=CC1)C)C (ortho-xylene), ClC1=NC(=C(C=C1Cl)Cl)Cl (2,3,5,6-tetrachloropyridine). Solvent: O (water).